The task is: describe an organic reaction: reactants, conditions, products, and yield. This data is from the Open Reaction Database (ORD), a public repository of structured organic reaction records. Starting materials: O (water), ice, sodium hydride CO3, OC(CCCCCCCCCCN1C(=O)N(C=2N=CN(C2C1=O)C)C)CO (1-(11,12-Dihydroxydodecyl)-3,7-dimethylxanthine), Br (hydrogen bromide), solution, C(C)(=O)O (acetic acid). Run at time 30 minute. Product: C(C)(=O)OC(CCCCCCCCCCN1C(=O)N(C=2N=CN(C2C1=O)C)C)CBr (1-(11-acetoxy-12-bromododecyl)-3,7-dimethylxanthine). Yield: 99.0%. Reaction SMILES: [OH:1][CH:2]([CH2:26]O)[CH2:3][CH2:4][CH2:5][CH2:6][CH2:7][CH2:8][CH2:9][CH2:10][CH2:11][CH2:12][N:13]1[C:22](=[O:23])[C:21]2[N:20]([CH3:24])[CH:19]=[N:18][C:17]=2[N:16]([CH3:25])[C:14]1=[O:15].[BrH:28].O.[C:30]([OH:33])(=O)[CH3:31]>>[C:30]([O:1][CH:2]([CH2:26][Br:28])[CH2:3][CH2:4][CH2:5][CH2:6][CH2:7][CH2:8][CH2:9][CH2:10][CH2:11][CH2:12][N:13]1[C:22](=[O:23])[C:21]2[N:20]([CH3:24])[CH:19]=[N:18][C:17]=2[N:16]([CH3:25])[C:14]1=[O:15])(=[O:33])[CH3:31]. Procedure details: 1-(11,12-Dihydroxydodecyl)-3,7-dimethylxanthine (2.50 g, 6.58 mmol) was stirred with hydrogen bromide (6.39 mL of a 30% solution in acetic acid, 19.73 mmol) for 2 hours. The mixture was then added over 10 minutes to water (25 mL), ice (30 g) and sodium hydride CO3 (15 g) and stirred for 30 minutes. The reaction mixture was extracted with dichloromethane (3×50 mL), and the combined organic phases were dried using magnesium sulfate and evaporated to obtain 3.18 g (99% yield) of 1-(11-acetoxy-12-br...